Dataset: the Open Reaction Database (ORD), a public repository of structured organic reaction records. Task: describe an organic reaction: reactants, conditions, products, and yield Starting materials: CC(=O)OC(C)=O, O, O=C1CCC(CO)(c2ccc(Cl)cc2)CC1, c1ccncc1. Yields the product CC(=O)OCC1(c2ccc(Cl)cc2)CCC(=O)CC1. Reaction SMILES: [CH3:23][C:24](=[O:25])[O:26][C:27](=[O:28])[CH3:29].[OH2:30].[OH:1][CH2:2][C:3]1([c:10]2[cH:11][cH:12][c:13]([Cl:16])[cH:14][cH:15]2)[CH2:4][CH2:5][C:6](=[O:9])[CH2:7][CH2:8]1.[cH:17]1[cH:18][cH:19][n:20][cH:21][cH:22]1>>[O:1]([CH2:2][C:3]1([c:10]2[cH:11][cH:12][c:13]([Cl:16])[cH:14][cH:15]2)[CH2:4][CH2:5][C:6](=[O:9])[CH2:7][CH2:8]1)[C:24]([CH3:23])=[O:25]. The reactants are CC(C)=O, Cl, CCOC(=O)COc1ccc(C2OCCCO2)cc1NC(=O)c1ccc(OCCCCc2ccccc2)cc1, O. Product: CCOC(=O)COc1ccc(C=O)cc1NC(=O)c1ccc(OCCCCc2ccccc2)cc1. Reaction SMILES: [CH3:42][C:43](=[O:44])[CH3:45].[ClH:40].[O:1]1[CH:2]([c:7]2[cH:8][c:9]([NH:20][C:21]([c:22]3[cH:23][cH:24][c:25]([O:28][CH2:29][CH2:30][CH2:31][CH2:32][c:33]4[cH:34][cH:35][cH:36][cH:37][cH:38]4)[cH:26][cH:27]3)=[O:39])[c:10]([O:11][CH2:12][C:13](=[O:14])[O:15][CH2:16][CH3:17])[cH:18][cH:19]2)[O:6][CH2:5][CH2:4][CH2:3]1.[OH2:41]>>[O:1]=[CH:2][c:7]1[cH:8][c:9]([NH:20][C:21]([c:22]2[cH:23][cH:24][c:25]([O:28][CH2:29][CH2:30][CH2:31][CH2:32][c:33]3[cH:34][cH:35][cH:36][cH:37][cH:38]3)[cH:26][cH:27]2)=[O:39])[c:10]([O:11][CH2:12][C:13](=[O:14])[O:15][CH2:16][CH3:17])[cH:18][cH:19]1. Starting materials: O=C([O-])O, CO, CC1(C)C2CC=C(CCl)C1C2, [Na+], CC(C)(C)OC(=O)NC1CNc2ccccc2NC1=O. The product is CC(C)(C)OC(=O)NC1CN(CC2=CCC3CC2C3(C)C)c2ccccc2NC1=O. As a reaction SMILES: [C:1](=[O:2])([OH:3])[O-:4].[CH3:37][OH:38].[Cl:6][CH2:7][C:8]1=[CH:13][CH2:12][CH:11]2[C:10]([CH3:15])([CH3:16])[CH:9]1[CH2:14]2.[Na+:5].[O:17]=[C:18]1[CH:19]([NH:29][C:30](=[O:31])[O:32][C:33]([CH3:34])([CH3:35])[CH3:36])[CH2:20][NH:21][c:22]2[c:23]([cH:25][cH:26][cH:27][cH:28]2)[NH:24]1>>[CH2:7]([C:8]1=[CH:13][CH2:12][CH:11]2[C:10]([CH3:15])([CH3:16])[CH:9]1[CH2:14]2)[N:21]1[CH2:20][CH:19]([NH:29][C:30](=[O:31])[O:32][C:33]([CH3:34])([CH3:35])[CH3:36])[C:18](=[O:17])[NH:24][c:23]2[c:22]1[cH:28][cH:27][cH:26][cH:25]2. Starting materials: ClCCl, CCC(C)C(=O)OC1CC(C)C=C2C=CC(C)C(CCC(O)CC(O)CCO)C21, CCN(C(C)C)C(C)C, O=S(=O)(OS(=O)(=O)C(F)(F)F)C(F)(F)F. Yields the product CCC(C)C(=O)OC1CC(C)C=C2C=CC(C)C(CCC3CC(O)CCO3)C21. RXN SMILES: [CH2:54]([Cl:55])[Cl:56].[CH3:1][CH:2]1[CH2:3][CH:4]([O:23][C:24]([CH:25]([CH2:26][CH3:27])[CH3:28])=[O:29])[CH:5]2[CH:6]([CH2:13][CH2:14][CH:15]([CH2:16][CH:17]([CH2:18][CH2:19][OH:20])[OH:21])[OH:22])[CH:7]([CH3:12])[CH:8]=[CH:9][C:10]2=[CH:11]1.[CH:30]([N:31]([CH2:32][CH3:33])[CH:34]([CH3:35])[CH3:36])([CH3:37])[CH3:38].[F:39][C:40]([S:41]([O:42][S:43]([C:44]([F:45])([F:46])[F:47])(=[O:48])=[O:49])(=[O:50])=[O:51])([F:52])[F:53]>>[CH3:1][CH:2]1[CH2:3][CH:4]([O:23][C:24]([CH:25]([CH2:26][CH3:27])[CH3:28])=[O:29])[CH:5]2[CH:6]([CH2:13][CH2:14][CH:15]3[CH2:16][CH:17]([OH:21])[CH2:18][CH2:19][O:22]3)[CH:7]([CH3:12])[CH:8]=[CH:9][C:10]2=[CH:11]1. Starting materials: OC1CCNCC1 (4-hydroxy piperidine), solution, C[O-].[Na+] (sodium methoxide), C(C)(C)N(CC)C(C)C (diisopropylethylamine), ClC1=CC=C(N=N1)C(=O)O (6-chloropyridazine-3-carboxylic acid), ester, [Cl-] (chloride), ClC1=CC=C(N=N1)C(=O)O (6-chloropyridazine-3-carboxylic acid), COC1=CC=C(N=N1)C(=O)O (6-methoxypyridazine-3-carboxylic acid). The solvent is CO (MeOH), O=S(Cl)Cl (SOCl2), O1CCOCC1 (p-dioxane). Reaction conditions: time 20 hour. Product: OC1CCN(CC1)C1=CC=C(N=N1)C(=O)OC (methyl 6-(4-hydroxypiperidin-1-yl)pyridazine-3-carboxylate). Yield: 6068.6%. RXN SMILES: Cl[C:2]1[N:7]=[N:6][C:5]([C:8]([OH:10])=[O:9])=[CH:4][CH:3]=1.C[O-].[Na+].[CH3:14]OC1N=NC(C(O)=O)=CC=1.[Cl-].[OH:26][CH:27]1[CH2:32][CH2:31][NH:30][CH2:29][CH2:28]1.C(N(C(C)C)CC)(C)C>O=S(Cl)Cl.CO.O1CCOCC1>[OH:26][CH:27]1[CH2:32][CH2:31][N:30]([C:2]2[N:7]=[N:6][C:5]([C:8]([O:10][CH3:14])=[O:9])=[CH:4][CH:3]=2)[CH2:29][CH2:28]1 |f:1.2|. Reported procedure: A solution of 6-chloropyridazine-3-carboxylic acid (0.50 g, 3.2 mmol) in 11 mL of SOCl2 was heated at 75° C. for 2 h and was then concentrated and redissolved in 5 mL of MeOH. To the solution was added a 25% solution of sodium methoxide (0.75 mL, 3.5 mmol, 1.1 eq) in MeOH. The reaction mixture was stirred at room temperature for 20 h and was then quenched with H2O and extracted with dichloromethane. Silica gel flash chromatography (EtOAc/MeOH 90:10) of the residue afford a 2:1 mixture of the 6-c...